Dataset: the Open Reaction Database (ORD), a public repository of structured organic reaction records. Task: describe an organic reaction: reactants, conditions, products, and yield The reactants are ClC=1C=C(C=CC1F)C1=CN=C2N1C=CC(=C2F)C(C)(C)O (2-[3-(3-Chloro-4-fluorophenyl)-8-fluoroimidazo[1,2-α]pyridin-7-yl]-propan-2-ol), C(=C)C1=CC=C(C=C1)B(O)O (4-vinylbenzeneboronic acid). Product: FC=1C=2N(C=CC1C(C)(C)O)C(=CN2)C=2C=CC(=C(C2)C2=CC=C(C=C2)C=C)F (2-[8-fluoro-3-(2-fluoro-4′-vinylbiphenyl-5-yl)-imidazo[1,2-α]pyridin-7-yl]propan-2-ol). Yield: 3.0%. As a reaction SMILES: Cl[C:2]1[CH:3]=[C:4]([C:9]2[N:13]3[CH:14]=[CH:15][C:16]([C:19]([OH:22])([CH3:21])[CH3:20])=[C:17]([F:18])[C:12]3=[N:11][CH:10]=2)[CH:5]=[CH:6][C:7]=1[F:8].[CH:23]([C:25]1[CH:30]=[CH:29][C:28](B(O)O)=[CH:27][CH:26]=1)=[CH2:24]>>[F:18][C:17]1[C:12]2[N:13]([C:9]([C:4]3[CH:5]=[CH:6][C:7]([F:8])=[C:2]([C:28]4[CH:29]=[CH:30][C:25]([CH:23]=[CH2:24])=[CH:26][CH:27]=4)[CH:3]=3)=[CH:10][N:11]=2)[CH:14]=[CH:15][C:16]=1[C:19]([OH:22])([CH3:21])[CH3:20]. Reported procedure: 2-[3-(3-Chloro-4-fluorophenyl)-8-fluoroimidazo[1,2-α]pyridin-7-yl]-propan-2-ol and 4-vinylbenzeneboronic acid were coupled in the same way as in Example 30 to give 2-[8-fluoro-3-(2-fluoro-4′-vinylbiphenyl-5-yl)-imidazo[1,2-α]pyridin-7-yl]propan-2-ol as an off-white solid (3 mg, 3%): m/z (ES+) 391 [MH+]. Reactants: N#Cc1ccc(Br)nc1, CN1CCN(c2cc(-c3ccc4c(c3)CNCC4)nc(N)n2)CC1. Yields the product CN1CCN(c2cc(-c3ccc4c(c3)CN(c3ccc(C#N)cn3)CC4)nc(N)n2)CC1. Reaction SMILES: [Br:25][c:26]1[n:27][cH:28][c:29]([C:30]#[N:31])[cH:32][cH:33]1.[CH3:1][N:2]1[CH2:3][CH2:4][N:5]([c:8]2[n:9][c:10]([NH2:24])[n:11][c:12](-[c:14]3[cH:15][cH:16][c:17]4[c:22]([cH:23]3)[CH2:21][NH:20][CH2:19][CH2:18]4)[cH:13]2)[CH2:6][CH2:7]1>>[CH3:1][N:2]1[CH2:3][CH2:4][N:5]([c:8]2[n:9][c:10]([NH2:24])[n:11][c:12](-[c:14]3[cH:15][cH:16][c:17]4[c:22]([cH:23]3)[CH2:21][N:20]([c:26]3[n:27][cH:28][c:29]([C:30]#[N:31])[cH:32][cH:33]3)[CH2:19][CH2:18]4)[cH:13]2)[CH2:6][CH2:7]1. The reactants are N#CCCCBr, CN(C)C=O, Cc1ccccc1, CCO, O=C1Nc2ccccc2C1(O)c1cccc(Cl)c1, [H-], [Na+], O. The product is N#CCCCN1C(=O)C(O)(c2cccc(Cl)c2)c2ccccc21. RXN SMILES: [Br:21][CH2:22][CH2:23][CH2:24][C:25]#[N:26].[CH3:28][N:29]([CH3:30])[CH:31]=[O:32].[CH3:33][c:34]1[cH:35][cH:36][cH:37][cH:38][cH:39]1.[CH3:40][CH2:41][OH:42].[Cl:1][c:2]1[cH:3][c:4]([C:8]2([OH:18])[C:9](=[O:17])[NH:10][c:11]3[cH:12][cH:13][cH:14][cH:15][c:16]32)[cH:5][cH:6][cH:7]1.[H-:19].[Na+:20].[OH2:27]>>[Cl:1][c:2]1[cH:3][c:4]([C:8]2([OH:18])[C:9](=[O:17])[N:10]([CH2:22][CH2:23][CH2:24][C:25]#[N:26])[c:11]3[cH:12][cH:13][cH:14][cH:15][c:16]32)[cH:5][cH:6][cH:7]1. Reactants: BrC=1C=C2CC(CC2=CC1)C(=O)O (5-bromo-2-indancarboxylic acid), NC(CO)(C)C (2-amino-2-methyl-1-propanol). The solvent is C=1(C(=CC=CC1)C)C (xylene). Product: BrC=1C=C2CC(CC2=CC1)C=1OCC(N1)(C)C (2-(5-bromoindan-2-yl)-4,4-dimethyloxazoline). Yield: 63.0%. Reaction SMILES: [Br:1][C:2]1[CH:3]=[C:4]2[C:8](=[CH:9][CH:10]=1)[CH2:7][CH:6]([C:11]([OH:13])=O)[CH2:5]2.[NH2:14][C:15]([CH3:19])([CH3:18])[CH2:16]O>C1(C)C(C)=CC=CC=1>[Br:1][C:2]1[CH:3]=[C:4]2[C:8](=[CH:9][CH:10]=1)[CH2:7][CH:6]([C:11]1[O:13][CH2:16][C:15]([CH3:19])([CH3:18])[N:14]=1)[CH2:5]2. Procedure details: 3.9 g of 5-bromo-2-indancarboxylic acid and 2 g of 2-amino-2-methyl-1-propanol were added to 100 ml of xylene. The mixture was heated under reflux for 24 hours while removing the water produced. The reaction mixture was concentrated in vacuo and 20 ml of water was added to the residue. The mixture was extracted with chloroform. The extract was washed with water, dried and then concentrated in vacuo. The residue was purified by silica gel column chromatography to give 3 g of 2-(5-bromoindan-2-yl)...